This data is from the Open Reaction Database (ORD), a public repository of structured organic reaction records. The task is: describe an organic reaction: reactants, conditions, products, and yield The reactants are CC(C)(C)OC(=O)N1CCOc2cc(Br)ccc2C1, CCO, Cc1ccccc1, [Na+], [Na+], O=C([O-])[O-], O, OB(O)c1ccccc1, c1ccc(P(c2ccccc2)(c2ccccc2)[Pd](P(c2ccccc2)(c2ccccc2)c2ccccc2)(P(c2ccccc2)(c2ccccc2)c2ccccc2)P(c2ccccc2)(c2ccccc2)c2ccccc2)cc1. Yields the product CC(C)(C)OC(=O)N1CCOc2cc(-c3ccccc3)ccc2C1. Reaction SMILES: [Br:1][c:2]1[cH:3][c:4]2[c:5]([cH:18][cH:19]1)[CH2:6][N:7]([C:11](=[O:12])[O:13][C:14]([CH3:15])([CH3:16])[CH3:17])[CH2:8][CH2:9][O:10]2.[CH3:30][CH2:31][OH:32].[CH3:39][c:40]1[cH:41][cH:42][cH:43][cH:44][cH:45]1.[Na+:33].[Na+:34].[O-:35][C:36](=[O:37])[O-:38].[OH2:29].[OH:20][B:21]([OH:22])[c:23]1[cH:24][cH:25][cH:26][cH:27][cH:28]1.[cH:46]1[cH:47][cH:48][c:49]([P:50]([Pd:51]([P:52]([c:53]2[cH:54][cH:55][cH:56][cH:57][cH:58]2)([c:59]2[cH:60][cH:61][cH:62][cH:63][cH:64]2)[c:65]2[cH:66][cH:67][cH:68][cH:69][cH:70]2)([P:71]([c:72]2[cH:73][cH:74][cH:75][cH:76][cH:77]2)([c:78]2[cH:79][cH:80][cH:81][cH:82][cH:83]2)[c:84]2[cH:85][cH:86][cH:87][cH:88][cH:89]2)[P:90]([c:91]2[cH:92][cH:93][cH:94][cH:95][cH:96]2)([c:97]2[cH:98][cH:99][cH:100][cH:101][cH:102]2)[c:103]2[cH:104][cH:105][cH:106][cH:107][cH:108]2)([c:109]2[cH:110][cH:111][cH:112][cH:113][cH:114]2)[c:115]2[cH:116][cH:117][cH:118][cH:119][cH:120]2)[cH:121][cH:122]1>>[c:2]1(-[c:23]2[cH:24][cH:25][cH:26][cH:27][cH:28]2)[cH:3][c:4]2[c:5]([cH:18][cH:19]1)[CH2:6][N:7]([C:11](=[O:12])[O:13][C:14]([CH3:15])([CH3:16])[CH3:17])[CH2:8][CH2:9][O:10]2.